This data is from the Open Reaction Database (ORD), a public repository of structured organic reaction records. The task is: describe an organic reaction: reactants, conditions, products, and yield The reactants are C(=O)([O-])[O-].[Na+].[Na+] (Na2CO3), C(C(C)(C)C)(=O)O (pivalic acid), C1(=CC=CC=C1)C1(C2=CC=CC=C2C=2C=CC(=CC12)NC1=CC=CC=C1)C1=CC=CC=C1 ((9,9-diphenyl-9H-fluoren-2-yl)phenylamine), C([O-])([O-])=O.[K+].[K+] (potassium carbonate). Reagents/catalysts: C(C)(=O)[O-].[Pd+2].C(C)(=O)[O-] (palladium(II)acetate), C(C)(=O)[O-].[Pd+2].C(C)(=O)[O-] (palladium(II)acetate). Run in ClCCl (dichloromethane). Reaction conditions: temperature 120 celsius, time 9 hour. Yields the product C1(=CC=CC=C1)C1(C2=CC=CC=C2C=2C1=CC=1NC3=CC=CC=C3C1C2)C2=CC=CC=C2 (12,12-diphenyl-10,12-dihydro-10-azaindeno-[2,1-b]fluorene). Reaction SMILES: C(O)(=O)C(C)(C)C.[C:8]1([C:14]2([C:34]3[CH:39]=[CH:38][CH:37]=[CH:36][CH:35]=3)[C:26]3[CH:25]=[C:24]([NH:27][C:28]4[CH:33]=[CH:32][CH:31]=[CH:30][CH:29]=4)[CH:23]=[CH:22][C:21]=3[C:20]3[C:15]2=[CH:16][CH:17]=[CH:18][CH:19]=3)[CH:13]=[CH:12][CH:11]=[CH:10][CH:9]=1.C(=O)([O-])[O-].[K+].[K+].C([O-])([O-])=O.[Na+].[Na+]>C([O-])(=O)C.[Pd+2].C([O-])(=O)C.ClCCl>[C:34]1([C:14]2([C:8]3[CH:9]=[CH:10][CH:11]=[CH:12][CH:13]=3)[C:26]3=[CH:25][C:24]4[NH:27][C:28]5[C:29]([C:23]=4[CH:22]=[C:21]3[C:20]3[C:15]2=[CH:16][CH:17]=[CH:18][CH:19]=3)=[CH:30][CH:31]=[CH:32][CH:33]=5)[CH:35]=[CH:36][CH:37]=[CH:38][CH:39]=1 |f:2.3.4,5.6.7,8.9.10|. Procedure details: 50 ml of pivalic acid are added to 15 g of (9,9-diphenyl-9H-fluoren-2-yl)phenylamine (36.6 mmol), 0.9 g of palladium(II)acetate (3.66 mmol) and 0.5 g of potassium carbonate (3.66 mmol), and the mixture is stirred at 120° C. for 9 h. After this time, 0.9 g of palladium(II)acetate (3.66 mmol) is added, and the mixture is stirred at 120° C. for a further 9 h. 200 ml of dichloromethane and 0.1 M Na2CO3 solution are then added. The mixture is partitioned between water and dichloromethane, the aqueous... The reactants are CCc1ccc(C(=O)O)c(N)c1, CCc1cccc2c1C(=O)C(=O)N2. Yields the product CCc1cccc(N)c1C(=O)O. RXN SMILES: [CH2:14]([c:15]1[cH:16][cH:17][c:18]([C:19]([OH:20])=[O:21])[c:22]([NH2:23])[cH:24]1)[CH3:25].[CH2:1]([CH3:2])[c:3]1[c:4]2[c:8]([cH:9][cH:10][cH:11]1)[NH:7][C:6](=[O:12])[C:5]2=[O:13]>>[CH2:1]([CH3:2])[c:3]1[c:4]([C:5]([OH:13])=[O:21])[c:8]([NH2:7])[cH:9][cH:10][cH:11]1.